This data is from the Open Reaction Database (ORD), a public repository of structured organic reaction records. The task is: describe an organic reaction: reactants, conditions, products, and yield Reactants: BrC=1C(C2=CC(=CC=C2C1C1=C(C=C(C=C1)F)F)OCCN1CCOCC1)=O (2-Bromo-3-(2,4-difluorophenyl)-6-{2-(morpholin-4-yl)ethoxy}-1H-inden-1-one), O1CCN(CC1)CCOC1=CC=C2C(=C(C(C2=C1)=O)Br)C1=CC=CC=C1 (6-(2-morpholinoethoxy)-2-bromo-3-phenyl-1H-inden-1-one), N1=CC(=CC2=CC=CC=C12)B(O)O (3-quinolinylboronic acid). Product: FC1=C(C=CC(=C1)F)C1=C(C(C2=CC(=CC=C12)OCCN1CCOCC1)=O)C=1C=NC2=CC=CC=C2C1 (3-(2,4-difluorophenyl)-6-[2-(morpholin-4-yl)ethoxy]-2-(quinolin-3-yl)-1H-inden-1-one). Isolated yield 85.0%. As a reaction SMILES: Br[C:2]1[C:3](=[O:28])[C:4]2[C:9]([C:10]=1[C:11]1[CH:16]=[CH:15][C:14]([F:17])=[CH:13][C:12]=1[F:18])=[CH:8][CH:7]=[C:6]([O:19][CH2:20][CH2:21][N:22]1[CH2:27][CH2:26][O:25][CH2:24][CH2:23]1)[CH:5]=2.O1CCN(CCOC2C=C3C(C(C4C=CC=CC=4)=C(Br)C3=O)=CC=2)CC1.[N:55]1[C:64]2[C:59](=[CH:60][CH:61]=[CH:62][CH:63]=2)[CH:58]=[C:57](B(O)O)[CH:56]=1>>[F:18][C:12]1[CH:13]=[C:14]([F:17])[CH:15]=[CH:16][C:11]=1[C:10]1[C:9]2[C:4](=[CH:5][C:6]([O:19][CH2:20][CH2:21][N:22]3[CH2:27][CH2:26][O:25][CH2:24][CH2:23]3)=[CH:7][CH:8]=2)[C:3](=[O:28])[C:2]=1[C:57]1[CH:56]=[N:55][C:64]2[C:59]([CH:58]=1)=[CH:60][CH:61]=[CH:62][CH:63]=2. Procedure details: The procedure of Step 7 of Example 1 was repeated except for using 2-bromo-3-(2,4-difluorophenyl)-6-{2-(morpholin-4-yl)ethoxy}-1H-inden-1-one obtained in Step 1 of Example 124 as a starting material instead of 6-(2-morpholinoethoxy)-2-bromo-3-phenyl-1H-inden-1-one and 3-quinolinylboronic acid instead of 3-pyridinylboronic acid to obtain the title compound (85%). Starting materials: CO.ClCCl (MeOH Dichloromethane), ice, BrCC=CC(=O)N1CCC=2C=3C(=NC=NC3SC2C1)NC1=CC(=C(C=C1)F)Cl (4-Bromo-1-[4-(3-chloro-4-fluoro-phenylamino)-5,8-dihydro-6H-9-thia-1,3,7-triaza-fluoren-7-yl]-but-2-en-1-one), CNC (dimethylamine). Run in ClCCl (dichloromethane). Conditions: time 2 hour. The product is ClC=1C=C(C=CC1F)NC=1C2=C(N=CN1)SC1=C2CCN(C1)C(\C=C\CN(C)C)=O (N-(3-chloro-4-fluorophenyl)-7-[(2E)-4-(dimethylamino)but-2-enoyl]-5,6,7,8-tetrahydropyrido[4′,3′:4,5]thieno[2,3-d]pyrimidin-4-amine). The yield is 25.9%. Reaction SMILES: Br[CH2:2][CH:3]=[CH:4][C:5]([N:7]1[CH2:19][C:18]2[S:17][C:16]3[N:15]=[CH:14][N:13]=[C:12]([NH:20][C:21]4[CH:26]=[CH:25][C:24]([F:27])=[C:23]([Cl:28])[CH:22]=4)[C:11]=3[C:10]=2[CH2:9][CH2:8]1)=[O:6].[CH3:29][NH:30][CH3:31].CO.ClCCl>ClCCl>[Cl:28][C:23]1[CH:22]=[C:21]([NH:20][C:12]2[C:11]3[C:10]4[CH2:9][CH2:8][N:7]([C:5](=[O:6])/[CH:4]=[CH:3]/[CH2:2][N:30]([CH3:31])[CH3:29])[CH2:19][C:18]=4[S:17][C:16]=3[N:15]=[CH:14][N:13]=2)[CH:26]=[CH:25][C:24]=1[F:27] |f:2.3|. Reported procedure: To an ice-bathed cooled solution of 4-Bromo-1-[4-(3-chloro-4-fluoro-phenylamino)-5,8-dihydro-6H-9-thia-1,3,7-triaza-fluoren-7-yl]-but-2-en-1-one (0.125 g, 0.00026 mol) in dichloromethane (1.25 ml) was added dimethylamine (2.0M solution in THF) (0.65 ml, 0.001 mol) over 1-2 min. The resulting mixture was stirred at RT for 2 hours. TLC (10% MeOH/Dichloromethane) indicates no SM present, a new polar spot seen. Conc. the reaction mixture to dryness under vacuum at 30° C. Purified by silica gel chrom... Reactants: C1OC=2C=C(CCC=3SC=CC3S(=O)(=O)N3C=CC=C3)C=CC2O1 (N-{2-[3,4-(methylenedioxy)phenethyl]thiophene-3-sulfonyl}pyrrole), S(=O)(=O)(Cl)Cl (sulfonyl chloride), sulfonamide, potassium sulfonate. Product: ClS(=O)(=O)C1=C(SC=C1)CCC1=CC2=C(C=C1)OCO2 (3-Chlorosulfonyl-2-[3,4-(methylenedioxy)phenethyl]thiophene). The yield is 42.0%. RXN SMILES: [CH2:1]1[O:24][C:23]2[CH:22]=[CH:21][C:5]([CH2:6][CH2:7][C:8]3[S:9][CH:10]=[CH:11][C:12]=3[S:13](N3C=CC=C3)(=[O:15])=[O:14])=[CH:4][C:3]=2[O:2]1.S(Cl)([Cl:28])(=O)=O>>[Cl:28][S:13]([C:12]1[CH:11]=[CH:10][S:9][C:8]=1[CH2:7][CH2:6][C:5]1[CH:21]=[CH:22][C:23]2[O:24][CH2:1][O:2][C:3]=2[CH:4]=1)(=[O:15])=[O:14]. Reported procedure: 3-Chlorosulfonyl-2-[3,4-(methylenedioxy)phenethyl]thiophene was prepared in the same manner as described in the Example 15E using N-{2-[3,4-(methylenedioxy)phenethyl]thiophene-3-sulfonyl}pyrrole by conducting basic hydrolysis (iso-propanol and potassium hydroxide) of the sulfonamide to the potassium sulfonate (93%) followed by conversion of the salt to the corresponding sulfonyl chloride in a 42% yield. Reactants: CC(C)(C)OC(=O)NC1(c2ccco2)CC1, CCOCC, O=C1CCC(=O)N1I, [Na+], [Na+], O=S([O-])([O-])=S, CN(C)C=O, O. Yields the product CC(C)(C)OC(=O)NC1(c2ccc(I)o2)CC1. As a reaction SMILES: [C:1]([CH3:2])([CH3:3])([CH3:4])[O:5][C:6]([NH:7][C:8]1([c:11]2[o:12][cH:13][cH:14][cH:15]2)[CH2:9][CH2:10]1)=[O:16].[CH3:38][CH2:39][O:40][CH2:41][CH3:42].[I:17][N:18]1[C:19](=[O:20])[CH2:21][CH2:22][C:23]1=[O:24].[Na+:30].[Na+:31].[O-:32][S:33]([O-:34])(=[S:35])=[O:36].[O:25]=[CH:26][N:27]([CH3:28])[CH3:29].[OH2:37]>>[C:1]([CH3:2])([CH3:3])([CH3:4])[O:5][C:6]([NH:7][C:8]1([c:11]2[o:12][c:13]([I:17])[cH:14][cH:15]2)[CH2:9][CH2:10]1)=[O:16]. Reactants: C1CCOC1, COC(=O)c1ccc(C(C)O)cc1, CO, Cl, [K+], [OH-]. Yields the product CC(O)c1ccc(C(=O)O)cc1. RXN SMILES: [CH2:16]1[O:17][CH2:18][CH2:19][CH2:20]1.[CH3:1][O:2][C:3]([c:4]1[cH:5][cH:6][c:7]([CH:10]([CH3:11])[OH:12])[cH:8][cH:9]1)=[O:13].[CH3:21][OH:22].[ClH:23].[K+:15].[OH-:14]>>[O:2]=[C:3]([c:4]1[cH:5][cH:6][c:7]([CH:10]([CH3:11])[OH:12])[cH:8][cH:9]1)[OH:13]. Reactants: C(C)(=O)OCC (ethyl acetate), ester, CNN(NC)CCC (N,N-dimethylaminopropylamine), CCOC(=O)C (EtOAc), ON1NNC2=C(C1=O)C=CC=C2 (3-hydroxy-dihydrobenzotriazinone), CCCCCC (hexane), ClC1=CC=C(C=C1)C=1OC=2C=C3N(C2C1)C(N(C3=O)CC(CC(=O)O)(C)C)=S (4-[2-(4-chloro-phenyl)-6-oxo-4-thioxo-6H-1-oxa-3b,5-diaza-cyclopenta[a]pentalen-5-yl]-3,3-dimethyl-butyric acid). Reagents/catalysts: CN(C1=CC=NC=C1)C (4-dimethylaminopyridine). Run in CCN(CC)CC (Et3N), CO (MeOH), CCN(CC)CC (Et3N), ClCCl (dichloromethane). Conditions: temperature 25 celsius, time 16 hour. Yields the product ClC1=CC=C(C=C1)C=1OC=2C=C3N(C2C1)C(N(C3=O)CC(CC(=O)NCCCN(C)C)(C)C)=S (4-[2-(4-Chloro-phenyl)-6-oxo-4-thioxo-6H-1-oxa-3b,5-diaza-cyclopenta[a]pentalen-5-yl]-N-(3-dimethylamino-propyl)-3,3-dimethyl-butyramide). The yield is 69.0%. RXN SMILES: [Cl:1][C:2]1[CH:7]=[CH:6][C:5]([C:8]2[O:9][C:10]3[CH:11]=[C:12]4[C:18](=[O:19])[N:17]([CH2:20][C:21]([CH3:27])([CH3:26])[CH2:22][C:23](O)=[O:24])[C:16](=[S:28])[N:13]4[C:14]=3[CH:15]=2)=[CH:4][CH:3]=1.O[N:30]1[C:35](=O)C2C=CC=CC=2NN1.[CH3:41]CCCCC.[CH3:47][NH:48]N(CCC)NC.C(O[CH2:59][CH3:60])(=O)C>ClCCl.CN(C)C1C=CN=CC=1.CCN(CC)CC.CO>[Cl:1][C:2]1[CH:3]=[CH:4][C:5]([C:8]2[O:9][C:10]3[CH:11]=[C:12]4[C:18](=[O:19])[N:17]([CH2:20][C:21]([CH3:26])([CH3:27])[CH2:22][C:23]([NH:48][CH2:47][CH2:59][CH2:60][N:30]([CH3:35])[CH3:41])=[O:24])[C:16](=[S:28])[N:13]4[C:14]=3[CH:15]=2)=[CH:6][CH:7]=1. Reported procedure: Compound 11 (105 mg, 0.25 mmol) was dissolved in dichloromethane (5 ml) and 3-hydroxy-dihydrobenzotriazinone (HODhbt, 49 mg, 0.3 mmol, 1.2 molequivalents) was added thereto, followed by addition of Et3N (51 mg, 0.5 mmol, 2 molequivalents) and 4-dimethylaminopyridine (DMAP, 15 mg, 0.125 mmol, 0.5 molequivalents). The mixture was stirred at 25° C. for 16 hours while being monitored by TLC, using a 6:4 hexane:ethyl acetate mixture as eluent, until the appearance of a less polar spot of the active e... Reactants: [C-]#N, CO, CCOC(C)=O, ClCCl, [Na+], O=[Mn]=O, O=Cc1ccc(Oc2c(-c3ccc(OCc4ccccc4)cc3)c(C(F)(F)F)cc3ccccc23)cc1. Yields the product COC(=O)c1ccc(Oc2c(-c3ccc(OCc4ccccc4)cc3)c(C(F)(F)F)cc3ccccc23)cc1. As a reaction SMILES: [C-:38]#[N:39].[CH3:41][OH:42].[CH3:46][CH2:47][O:48][C:49]([CH3:50])=[O:51].[Cl:43][CH2:44][Cl:45].[Na+:40].[O:52]=[Mn:53]=[O:54].[c:1]1([CH2:7][O:8][c:9]2[cH:10][cH:11][c:12](-[c:15]3[c:16]([O:29][c:30]4[cH:31][cH:32][c:33]([CH:34]=[O:35])[cH:36][cH:37]4)[c:17]4[cH:18][cH:19][cH:20][cH:21][c:22]4[cH:23][c:24]3[C:25]([F:26])([F:27])[F:28])[cH:13][cH:14]2)[cH:2][cH:3][cH:4][cH:5][cH:6]1>>[c:1]1([CH2:7][O:8][c:9]2[cH:10][cH:11][c:12](-[c:15]3[c:16]([O:29][c:30]4[cH:31][cH:32][c:33]([C:34](=[O:35])[O:42][CH3:41])[cH:36][cH:37]4)[c:17]4[cH:18][cH:19][cH:20][cH:21][c:22]4[cH:23][c:24]3[C:25]([F:26])([F:27])[F:28])[cH:13][cH:14]2)[cH:2][cH:3][cH:4][cH:5][cH:6]1.